Dataset: the Open Reaction Database (ORD), a public repository of structured organic reaction records. Task: describe an organic reaction: reactants, conditions, products, and yield Yields the product Cc1nccc(-c2ccc(C(C)N3CCC(CC(C)(C)O)(c4ccccc4)OC3=O)cc2)n1. Starting materials: CC(c1ccc(Br)cc1)N1CCC(CC(C)(C)O)(c2ccccc2)OC1=O, Cc1nccc(Cl)n1. Reaction SMILES: [Br:1][c:2]1[cH:3][cH:4][c:5]([CH:8]([CH3:9])[N:10]2[C:11](=[O:27])[O:12][C:13]([c:16]3[cH:17][cH:18][cH:19][cH:20][cH:21]3)([CH2:22][C:23]([CH3:24])([CH3:25])[OH:26])[CH2:14][CH2:15]2)[cH:6][cH:7]1.[Cl:28][c:29]1[n:30][c:31]([CH3:35])[n:32][cH:33][cH:34]1>>[c:2]1(-[c:29]2[n:30][c:31]([CH3:35])[n:32][cH:33][cH:34]2)[cH:3][cH:4][c:5]([CH:8]([CH3:9])[N:10]2[C:11](=[O:27])[O:12][C:13]([c:16]3[cH:17][cH:18][cH:19][cH:20][cH:21]3)([CH2:22][C:23]([CH3:24])([CH3:25])[OH:26])[CH2:14][CH2:15]2)[cH:6][cH:7]1.